From a dataset of the Open Reaction Database (ORD), a public repository of structured organic reaction records. describe an organic reaction: reactants, conditions, products, and yield The reactants are N1C=CC2=CC(=CC=C12)C(=O)O (indole-5-carboxylic acid), S(O)(O)(=O)=O (sulfuric acid), C(O)([O-])=O.[Na+] (sodium hydrogencarbonate). The solvent is CO (methanol). The product is COC(=O)C=1C=C2C=CNC2=CC1 (indole-5-carboxylic acid methyl ester). Reaction SMILES: [NH:1]1[C:9]2[C:4](=[CH:5][C:6]([C:10]([OH:12])=[O:11])=[CH:7][CH:8]=2)[CH:3]=[CH:2]1.S(=O)(=O)(O)O.[C:18](=O)([O-])O.[Na+]>CO>[CH3:18][O:11][C:10]([C:6]1[CH:5]=[C:4]2[C:9](=[CH:8][CH:7]=1)[NH:1][CH:2]=[CH:3]2)=[O:12] |f:2.3|. Procedure details: A methanol (200 ml) solution of indole-5-carboxylic acid (5.15 g) was refluxed in the presence of concentrated sulfuric acid (3 ml) at 85° C. for 4.5 hours. After the reaction, saturated aqueous sodium hydrogencarbonate solution was added at 0° C. and the mixture was extracted with ethyl acetate. The organic phase was washed with brine and dried over magnesium sulfate, then the solvent was evaporated in vacuo and the residue was purified by silica gel column chromatography to obtain indole-5-car...